The task is: describe an organic reaction: reactants, conditions, products, and yield. This data is from the Open Reaction Database (ORD), a public repository of structured organic reaction records. Starting materials: O=C1NC(=NN1)C=1C=C2C=CC=NC2=C(N1)N[C@@H]1CN(CC1)C(=O)OC(C)(C)C ((S)-tert-butyl 3-((6-(5-oxo-4,5-dihydro-1H-1,2,4-triazol-3-yl)-1,7-naphthyridin-8-yl)amino)pyrrolidine-1-carboxylate), C(=O)(C(F)(F)F)O (TFA). The solvent is C(Cl)Cl (DCM). The product is N1C[C@H](CC1)NC=1N=C(C=C2C=CC=NC12)C1=NNC(N1)=O ((S)-3-(8-(pyrrolidin-3-ylamino)-1,7-naphthyridin-6-yl)-1H-1,2,4-triazol-5(4H)-one). Reaction SMILES: [O:1]=[C:2]1[NH:6][N:5]=[C:4]([C:7]2[CH:8]=[C:9]3[C:14](=[C:15]([NH:17][C@H:18]4[CH2:22][CH2:21][N:20](C(OC(C)(C)C)=O)[CH2:19]4)[N:16]=2)[N:13]=[CH:12][CH:11]=[CH:10]3)[NH:3]1.C(O)(C(F)(F)F)=O>C(Cl)Cl>[NH:20]1[CH2:21][CH2:22][C@H:18]([NH:17][C:15]2[N:16]=[C:7]([C:4]3[NH:3][C:2](=[O:1])[NH:6][N:5]=3)[CH:8]=[C:9]3[C:14]=2[N:13]=[CH:12][CH:11]=[CH:10]3)[CH2:19]1. Procedure: A mixture of (S)-tert-butyl 3-((6-(5-oxo-4,5-dihydro-1H-1,2,4-triazol-3-yl)-1,7-naphthyridin-8-yl)amino)pyrrolidine-1-carboxylate (80 mg, 0.201 mmol) in DCM (3 mL) was treated with TFA (1.5 mL) for 2 hours. The solvent was removed in vacuo to give the title compound, which was used in the next step without further purification. Reactants: O (Water), [H-].[Na+] (NaH), FC(C1=NNC=C1C#N)(F)F (3-(trifluoromethyl)-4-cyanopyrazole), BrCC(=O)NC1=C(C2=C(S1)CCCC2)C(=O)N (2-(2-bromoacetamido)-4,5,6,7-tetrahydrobenzo[b]thiophene-3-carboxamide). Run in CN(C)C=O (DMF). Reaction conditions: time 1 hour. Product: C(#N)C=1C(=NN(C1)CC(=O)NC1=C(C2=C(S1)CCCC2)C(=O)N)C(F)(F)F (2-(2-(4-cyano-3-(trifluoromethyl)pyrazol-1-yl)acetamido)-4,5,6,7-tetrahydrobenzo[b]thiophene-3-carboxamide). Yield: 48.9%. Reaction SMILES: [H-].[Na+].[F:3][C:4]([F:13])([F:12])[C:5]1[C:9]([C:10]#[N:11])=[CH:8][NH:7][N:6]=1.Br[CH2:15][C:16]([NH:18][C:19]1[S:23][C:22]2[CH2:24][CH2:25][CH2:26][CH2:27][C:21]=2[C:20]=1[C:28]([NH2:30])=[O:29])=[O:17].O>CN(C=O)C>[C:10]([C:9]1[C:5]([C:4]([F:3])([F:12])[F:13])=[N:6][N:7]([CH2:15][C:16]([NH:18][C:19]2[S:23][C:22]3[CH2:24][CH2:25][CH2:26][CH2:27][C:21]=3[C:20]=2[C:28]([NH2:30])=[O:29])=[O:17])[CH:8]=1)#[N:11] |f:0.1|. Procedure: NaH (60% [w/w] suspension in oil, 130 mg, 3.25 mmol) was added to a solution of 3-(trifluoromethyl)-4-cyanopyrazole (520 mg, 3.23 mmol) in DMF (10 mL). The reaction mixture was stirred at RT for 1 h before adding 2-(2-bromoacetamido)-4,5,6,7-tetrahydrobenzo[b]thiophene-3-carboxamide (1.023 g, 3.23 mmol). The reaction mixture was heated at 65° C. for 4 h then allowed to cool to RT. Water (20 mL) was added and the reaction mixture extracted with EtOAc (3×20 mL). The combined EtOAc layers were wash...